From a dataset of the Open Reaction Database (ORD), a public repository of structured organic reaction records. describe an organic reaction: reactants, conditions, products, and yield Procedure details: 4-nitrophenyl chloroformate (644 mg) was dissolved in DMI (26 ml). Thereafter, while stirring under cooling on ice, 7-(4-methoxyphenyl)-[1,2,4]triazolo[1,5-a]pyrimidin-2-ylamine (the compound obtained in Reference Example 8; 514 mg) and pyridine (347 μl) were added to the solution. The obtained mixture was stirred for 40 minutes under cooling on ice. Thereafter, 4-methoxy-1-methylpropylamine (500 mg) was added thereto, and the obtained mixture was stirred for 1 hour under cooling on ice. Subsequ... Reaction SMILES: Cl[C:2]([O:4][C:5]1C=[CH:9][C:8]([N+:11]([O-])=O)=[CH:7][CH:6]=1)=O.[CH3:14][O:15][C:16]1[CH:21]=[CH:20][C:19]([C:22]2[N:27]3[N:28]=[C:29]([NH2:31])[N:30]=[C:26]3[N:25]=[CH:24][CH:23]=2)=[CH:18][CH:17]=1.N1C=CC=CC=1.[OH-].[Na+].CN1[C:45](=[O:46])N(C)CC1>>[CH3:2][O:4][CH2:5][CH2:6][CH2:7][CH:8]([NH:11][C:45]([NH:31][C:29]1[N:30]=[C:26]2[N:25]=[CH:24][CH:23]=[C:22]([C:19]3[CH:18]=[CH:17][C:16]([O:15][CH3:14])=[CH:21][CH:20]=3)[N:27]2[N:28]=1)=[O:46])[CH3:9] |f:3.4|. Product: COCCCC(C)NC(=O)NC1=NN2C(N=CC=C2C2=CC=C(C=C2)OC)=N1 (1-(4-methoxy-1-methylbutyl)-3-[7-(4-methoxyphenyl)-[1,2,4]triazolo[1,5-a]pyrimidin-2-yl]urea). Starting materials: ice, [OH-].[Na+] (sodium hydroxide), 4-methoxy-1-methylpropylamine, ClC(=O)OC1=CC=C(C=C1)[N+](=O)[O-] (4-nitrophenyl chloroformate), CN1CCN(C1=O)C (DMI), N1=CC=CC=C1 (pyridine), COC1=CC=C(C=C1)C1=CC=NC=2N1N=C(N2)N (7-(4-methoxyphenyl)-[1,2,4]triazolo[1,5-a]pyrimidin-2-ylamine).